From a dataset of the Open Reaction Database (ORD), a public repository of structured organic reaction records. describe an organic reaction: reactants, conditions, products, and yield Starting materials: OC1=C(C(=O)O)C=CC(=C1)C (2-hydroxy-4-methylbenzoic acid), C(=O)([O-])[O-].[K+].[K+] (K2CO3), CN(C)C=O (DMF), CI (Methyl iodide). Conditions: temperature 60 celsius, time 1 hour. Product: COC1=C(C(=O)OC)C=CC(=C1)C (methyl 2-methoxy-4-methylbenzoate). As a reaction SMILES: [OH:1][C:2]1[CH:10]=[C:9]([CH3:11])[CH:8]=[CH:7][C:3]=1[C:4](O)=[O:5].[C:12]([O-])([O-])=O.[K+].[K+].CI.CN([CH:23]=[O:24])C>>[CH3:12][O:1][C:2]1[CH:10]=[C:9]([CH3:11])[CH:8]=[CH:7][C:3]=1[C:4]([O:24][CH3:23])=[O:5] |f:1.2.3|. Procedure details: To a solution of 2-hydroxy-4-methylbenzoic acid (10.00 g, 65 mmol) in DMF (10 mL) was added K2CO3 (13.6 g, 98 mmol). The reaction mixture was stirred at 60° C. for 1 h. Methyl iodide (14.0 g, 98 mmol) was added to the reaction mixture and was stirred at 60° C. for 18 h. The reaction mass was quenched in water and concentrated. The reaction mass was extracted with ethyl acetate. The organic layer was dried over anhydrous sodium sulphate and concentrated to afford 10.00 g of desired product. 1H NM...